From a dataset of the Open Reaction Database (ORD), a public repository of structured organic reaction records. describe an organic reaction: reactants, conditions, products, and yield Procedure details: L-cysteine (15.97 g) was dissolved in a mixture of 1.0 M aqueous sodium hydroxide (265 mL) and 1,4-dioxane (265 mL). 4-Fluorobenzylbromide (24.85 g) was added dropwise over 30 min. After stirring overnight, dioxane was removed and the pH of the residual aqueous solution was adjusted to pH-6 with 3M hydrochloric acid. A white precipitate began to form immediately upon addition of the acid and additional water (150 mL) was added to aid stirring of the thick suspension. The reaction mixture was coo... Reaction SMILES: [NH2:1][C@H:2]([C:5]([OH:7])=[O:6])[CH2:3][SH:4].[F:8][C:9]1[CH:16]=[CH:15][C:12]([CH2:13]Br)=[CH:11][CH:10]=1>[OH-].[Na+].O1CCOCC1>[NH2:1][C@@H:2]([CH2:3][S:4][CH2:13][C:12]1[CH:15]=[CH:16][C:9]([F:8])=[CH:10][CH:11]=1)[C:5]([OH:7])=[O:6] |f:2.3|. Run in [OH-].[Na+] (sodium hydroxide), O1CCOCC1 (1,4-dioxane). Yield: 95.2%. The product is N[C@H](C(=O)O)CSCC1=CC=C(C=C1)F (2(R)-amino-3-(4-fluorobenzylsulfanyl)-propionic acid). The reactants are N[C@@H](CS)C(=O)O (L-cysteine), FC1=CC=C(CBr)C=C1 (4-Fluorobenzylbromide). Reaction conditions: temperature 0 celsius, time 8 hour. The reactants are Cl (HCl), C(#N)C1(CN(CCC1)C(=O)OC(C)(C)C)O[Si](C)(C)C (tert-Butyl 3-cyano-3-(trimethylsilyloxy)piperidine-1-carboxylate), 34A, C([O-])([O-])=O.[Cs+].[Cs+] (cesium carbonate), [Si](C)(C)(C)Cl (TMS—Cl). Run in CO (MeOH). Conditions: time 1 hour. Product: C[Si](OC1(CNCCC1)C(=O)OC)(C)C (Methyl 3-(trimethylsilyloxy)piperidine-3-carboxylate). RXN SMILES: C([C:3]1([O:16][Si:17]([CH3:20])([CH3:19])[CH3:18])[CH2:8][CH2:7][CH2:6][N:5](C(OC(C)(C)C)=O)[CH2:4]1)#N.Cl.[C:22](=[O:25])([O-])[O-:23].[Cs+].[Cs+].[Si](Cl)(C)(C)[CH3:29]>CO>[CH3:18][Si:17]([CH3:19])([CH3:20])[O:16][C:3]1([C:22]([O:23][CH3:29])=[O:25])[CH2:8][CH2:7][CH2:6][NH:5][CH2:4]1 |f:2.3.4|. Reported procedure: tert-Butyl 3-cyano-3-(trimethylsilyloxy)piperidine-1-carboxylate, Preparation 34A (170 mg, 0.570 mmol) was treated with 6N HCl in MeOH (10 mL) at 80° C. for 12 hours. Solvents were removed in vacuo and the resulting material was dissolved in MeOH (10 mL). HCl (g) was bubbled through the mixture for 15 minutes. The solids were concentrated in vacuo. The residue was dissolved in DCM (10.00 mL) and cesium carbonate (928 mg, 2.85 mmol) was added. Next, TMS—Cl (0.146 mL, 1.139 mmol) was added and the...